This data is from the Open Reaction Database (ORD), a public repository of structured organic reaction records. The task is: describe an organic reaction: reactants, conditions, products, and yield Reactants: O=C1CCN(CC1)C1=CC=C(C=C1)NS(=O)(=O)C=1SC(=CC1)C1=NC=CC=C1 (5-Pyridin-2-yl-thiophene-2-sulfonic acid [4-(4-oxo-piperidine-1-yl)-phenyl]-amide), NC[C@@H](COC1=CC=C(C=C1)O)O ((2S)-1-Amino-3-(4-hydroxy-phenoxy)-propan-2-ol). Product: O[C@@H](CNC1CCN(CC1)C1=CC=C(C=C1)NS(=O)(=O)C=1SC(=CC1)C1=NC=CC=C1)COC1=CC=C(C=C1)O (N-[4-(4-{[(2S)-2-Hydroxy-3-(4-hydroxyphenoxy)propyl]amino}-1-piperidineyl)phenyl]-5-(2-pyridinyl)-2-thiophenesulfonamide). Reaction SMILES: O=[C:2]1[CH2:7][CH2:6][N:5]([C:8]2[CH:13]=[CH:12][C:11]([NH:14][S:15]([C:18]3[S:19][C:20]([C:23]4[CH:28]=[CH:27][CH:26]=[CH:25][N:24]=4)=[CH:21][CH:22]=3)(=[O:17])=[O:16])=[CH:10][CH:9]=2)[CH2:4][CH2:3]1.[NH2:29][CH2:30][C@H:31]([OH:41])[CH2:32][O:33][C:34]1[CH:39]=[CH:38][C:37]([OH:40])=[CH:36][CH:35]=1>>[OH:41][C@H:31]([CH2:32][O:33][C:34]1[CH:39]=[CH:38][C:37]([OH:40])=[CH:36][CH:35]=1)[CH2:30][NH:29][CH:2]1[CH2:7][CH2:6][N:5]([C:8]2[CH:9]=[CH:10][C:11]([NH:14][S:15]([C:18]3[S:19][C:20]([C:23]4[CH:28]=[CH:27][CH:26]=[CH:25][N:24]=4)=[CH:21][CH:22]=3)(=[O:16])=[O:17])=[CH:12][CH:13]=2)[CH2:4][CH2:3]1. Procedure details: The title compound was prepared from 5-pyridin-2-yl-thiophene-2-sulfonic acid [4-(4-oxo-piperidine-1-yl)-phenyl]-amide (which was obtained in Example 227) and 4-((2S)-3-amino-2-hydroxy-propoxy)-phenol (which was obtained in Example 5) according to the procedure of Example 278 as an off-white solid; 1H NMR (300 MHz, DMSO-d6) δ 1.20-1.40 (m, 2H), 1.80-1.90 (m, 2H), 2.40-2.80 (m, 5H), 3.50-3.60 (m, 2H), 3.70-3.90 (m, 3H), 4.99 (brs, 1H), 6.66 (d, J=8.0 Hz, 2H), 6.75 (d, J=8.0 Hz, 2H), 6.83 (d, J=9.... Starting materials: FC1=CC=C(C=C1)C(C#N)(C1CNCC1)C1=CC=C(C=C1)F (α,α-bis(4-fluorophenyl)-3-pyrrolidineacetonitrile), ClCCCOC1=C(C=C(C=C1)C(C)=O)OC (1-[4-(3-chloropropoxy)-3-methoxyphenyl]ethanone), C([O-])([O-])=O.[K+].[K+] (potassium carbonate), [I-].[K+] (potassium iodide). Run in C(C)(=O)OCC (ethyl acetate), CO (methanol), C(CCC)O (1-butanol), C(Cl)(Cl)Cl (chloroform). The product is C(C)(=O)C1=CC(=C(OCCCN2CC(CC2)C(C#N)(C2=CC=C(C=C2)F)C2=CC=C(C=C2)F)C=C1)OC (1-[3-(4-Acetyl-2-methoxyphenoxy)propyl]-α,α-bis(4-fluorophenyl)-3-pyrrolidineacetonitrile). Yield: 67.4%. RXN SMILES: [F:1][C:2]1[CH:7]=[CH:6][C:5]([C:8]([C:16]2[CH:21]=[CH:20][C:19]([F:22])=[CH:18][CH:17]=2)([CH:11]2[CH2:15][CH2:14][NH:13][CH2:12]2)[C:9]#[N:10])=[CH:4][CH:3]=1.Cl[CH2:24][CH2:25][CH2:26][O:27][C:28]1[CH:33]=[CH:32][C:31]([C:34](=[O:36])[CH3:35])=[CH:30][C:29]=1[O:37][CH3:38].C(=O)([O-])[O-].[K+].[K+].[I-].[K+]>C(O)CCC.C(Cl)(Cl)Cl.CO.C(OCC)(=O)C>[C:34]([C:31]1[CH:32]=[CH:33][C:28]([O:27][CH2:26][CH2:25][CH2:24][N:13]2[CH2:14][CH2:15][CH:11]([C:8]([C:16]3[CH:17]=[CH:18][C:19]([F:22])=[CH:20][CH:21]=3)([C:5]3[CH:4]=[CH:3][C:2]([F:1])=[CH:7][CH:6]=3)[C:9]#[N:10])[CH2:12]2)=[C:29]([O:37][CH3:38])[CH:30]=1)(=[O:36])[CH3:35] |f:2.3.4,5.6|. Reported procedure: A mixture of α,α-bis(4-fluorophenyl)-3-pyrrolidineacetonitrile (5.13 g, 0.0172 mole), 1-[4-(3-chloropropoxy)-3-methoxyphenyl]ethanone (4.17 g, 0.0172 mole), and potassium carbonate (5.53 g, 0.04 mole) was heated overnight at reflux in 350 ml of 1-butanol containing potassium iodide (0.2 g). The butanol was removed by rotary evaporation. The residue obtained was dissolved in chloroform and extracted several times with water. The chloroform layer was dried over sodium sulfate, filtered, and solven... The reactants are COC1=CC=C(C=C1)[C@H](C)N[C@H]1CCC2=CC(=CC=C12)C(=O)OC (methyl (1S)-1-{[(1S)-1-(4-methoxyphenyl)ethyl]amino}indane-5-carboxylate), FC(C(=O)O)(F)F (trifluoroacetic acid), CC=1C(=C(C(=C(C1)C)C)C)C (pentamethylbenzene). Reaction conditions: temperature 70 celsius, time 4 day. Product: N[C@H]1CCC2=CC(=CC=C12)C(=O)OC (methyl (1S)-1-aminoindane-5-carboxylate). Yield: 62.1%. Reaction SMILES: COC1C=CC([C@@H]([NH:11][C@@H:12]2[C:20]3[C:15](=[CH:16][C:17]([C:21]([O:23][CH3:24])=[O:22])=[CH:18][CH:19]=3)[CH2:14][CH2:13]2)C)=CC=1.FC(F)(F)C(O)=O.CC1C(C)=C(C)C(C)=C(C)C=1>>[NH2:11][C@@H:12]1[C:20]2[C:15](=[CH:16][C:17]([C:21]([O:23][CH3:24])=[O:22])=[CH:18][CH:19]=2)[CH2:14][CH2:13]1. Reported procedure: To 452 mg of methyl (1S)-1-{[(1S)-1-(4-methoxyphenyl)ethyl]amino}indane-5-carboxylate were added 34 ml of trifluoroacetic acid and 1.03 g of pentamethylbenzene, followed by stirring at 70° C. for 4 days, and the solvent was evaporated under reduced pressure. To the obtained residue were added a saturated aqueous sodium hydrogen carbonate solution and chloroform to carry out a layer separation operation. The organic layer was washed with saturated brine and dried over anhydrous magnesium sulfate,... Starting materials: C1CCOC1, N, O=S(=O)(Cl)c1cc2ccccc2n1S(=O)(=O)c1ccccc1. Yields the product NS(=O)(=O)c1cc2ccccc2n1S(=O)(=O)c1ccccc1. RXN SMILES: [CH2:24]1[O:25][CH2:26][CH2:27][CH2:28]1.[NH3:23].[c:1]1([S:7](=[O:8])(=[O:9])[n:10]2[c:11]([S:19](=[O:20])(=[O:21])[Cl:22])[cH:12][c:13]3[cH:14][cH:15][cH:16][cH:17][c:18]23)[cH:2][cH:3][cH:4][cH:5][cH:6]1>>[c:1]1([S:7](=[O:8])(=[O:9])[n:10]2[c:11]([S:19](=[O:20])(=[O:21])[NH2:23])[cH:12][c:13]3[cH:14][cH:15][cH:16][cH:17][c:18]23)[cH:2][cH:3][cH:4][cH:5][cH:6]1. Reactants: O=C([O-])[O-], CCOC(=O)C(C)(C)Oc1ccc(O)cc1C, COCc1nc(-c2ccc(C(F)(F)F)cc2)nc(C2CC2)c1CCl, [Cs+], [Cs+], CN(C)C=O. Product: CCOC(=O)C(C)(C)Oc1ccc(OCc2c(COC)nc(-c3ccc(C(F)(F)F)cc3)nc2C2CC2)cc1C. Reaction SMILES: [C:42](=[O:43])([O-:44])[O-:45].[CH2:25]([CH3:26])[O:27][C:28]([C:29]([CH3:30])([CH3:31])[O:32][c:33]1[c:34]([CH3:40])[cH:35][c:36]([OH:39])[cH:37][cH:38]1)=[O:41].[Cl:1][CH2:2][c:3]1[c:4]([CH:22]2[CH2:23][CH2:24]2)[n:5][c:6](-[c:12]2[cH:13][cH:14][c:15]([C:18]([F:19])([F:20])[F:21])[cH:16][cH:17]2)[n:7][c:8]1[CH2:9][O:10][CH3:11].[Cs+:46].[Cs+:47].[O:48]=[CH:49][N:50]([CH3:51])[CH3:52]>>[CH2:2]([c:3]1[c:4]([CH:22]2[CH2:23][CH2:24]2)[n:5][c:6](-[c:12]2[cH:13][cH:14][c:15]([C:18]([F:19])([F:20])[F:21])[cH:16][cH:17]2)[n:7][c:8]1[CH2:9][O:10][CH3:11])[O:39][c:36]1[cH:35][c:34]([CH3:40])[c:33]([O:32][C:29]([C:28]([O:27][CH2:25][CH3:26])=[O:41])([CH3:30])[CH3:31])[cH:38][cH:37]1. Starting materials: solution, [H-].C(C(C)C)[Al+]CC(C)C (diisobutylaluminum hydride), hexanes, C(=O)([O-])[O-].[K+].[K+] (K2CO3), [Si](C)(C)(C(C)(C)C)O[C@@H]1[C@@H]([C@H]2CC[C@@H](C1)N2C)C(=O)OC (3β-(t-Butyldimethylsilyloxy)-2β-(methoxycarbonyl)tropane). Solvent: C(Cl)Cl (methylene chloride). Conditions: temperature -78 celsius, time 4 hour. Product: [Si](C)(C)(C(C)(C)C)O[C@@H]1[C@@H]([C@H]2CC[C@@H](C1)N2C)CO (3β-(t-Butyldimethylsilyloxy)-2β-(hydroxymethyl)tropane). Yield: 79.1%. Reaction SMILES: [Si:1]([O:8][C@H:9]1[CH2:15][C@H:14]2[N:16]([CH3:17])[C@H:11]([CH2:12][CH2:13]2)[C@H:10]1[C:18](OC)=[O:19])([C:4]([CH3:7])([CH3:6])[CH3:5])([CH3:3])[CH3:2].[H-].C([Al+]CC(C)C)C(C)C.C([O-])([O-])=O.[K+].[K+]>C(Cl)Cl>[Si:1]([O:8][C@H:9]1[CH2:15][C@H:14]2[N:16]([CH3:17])[C@H:11]([CH2:12][CH2:13]2)[C@H:10]1[CH2:18][OH:19])([C:4]([CH3:7])([CH3:6])[CH3:5])([CH3:3])[CH3:2] |f:1.2,3.4.5|. Procedure details: The TBDMS-protected compound of Example 1 (900 mg, 2.88 mmol) was dissolved in 12 mL of methylene chloride. The solution was cooled to -78° C., and a 1M solution of diisobutylaluminum hydride in hexanes (11.5 mL, 11.5 mmol) was added. The reaction mixture was stirred at -78° C. for 4 hr. A saturated solution of K2CO3 was added to quench the reaction. The aqueous layer was extracted with chloroform. The combined organic layers were washed with water and brine and dried over MgSO4. The solvent was... Reactants: N1(CCNCC1)C[C@H]1CN(CCC1)C(=O)OC(C)(C)C (tert-Butyl (3S)-3-(piperazin-1-ylmethyl)piperidine-1-carboxylate), C1(=CC=CC=C1)N=C=O (phenyl isocyanate), SCX2. The solvent is CO (methanol), C1(=CC=CC=C1)C (toluene). Yields the product N(C1=CC=CC=C1)C(=O)N1CCN(CC1)C[C@H]1CN(CCC1)C(=O)OC(C)(C)C (tert-Butyl (3S)-3-{[4-(anilinocarbonyl)piperazin-1-yl]methyl}piperidine-1-carboxylate). The yield is 80.5%. Reaction SMILES: [N:1]1([CH2:7][C@@H:8]2[CH2:13][CH2:12][CH2:11][N:10]([C:14]([O:16][C:17]([CH3:20])([CH3:19])[CH3:18])=[O:15])[CH2:9]2)[CH2:6][CH2:5][NH:4][CH2:3][CH2:2]1.[C:21]1([N:27]=[C:28]=[O:29])[CH:26]=[CH:25][CH:24]=[CH:23][CH:22]=1>C1(C)C=CC=CC=1.CO>[NH:27]([C:28]([N:4]1[CH2:5][CH2:6][N:1]([CH2:7][C@@H:8]2[CH2:13][CH2:12][CH2:11][N:10]([C:14]([O:16][C:17]([CH3:20])([CH3:19])[CH3:18])=[O:15])[CH2:9]2)[CH2:2][CH2:3]1)=[O:29])[C:21]1[CH:26]=[CH:25][CH:24]=[CH:23][CH:22]=1. Reported procedure: tert-Butyl (3S)-3-(piperazin-1-ylmethyl)piperidine-1-carboxylate (3.5 g) and phenyl isocyanate (1.62 g) were stirred in toluene (50 ml) at room temperature for 20 h. The solvent was then concentrated in-vacuo to afford a white solid. The solid was dissolved in methanol and passed through an SCX2 column. The SCX2 column was then flushed with 5% ammonia in methanol solution. The solution was collected and the solvent removed under reduced pressure. The resultant solid was re-crystallised from EtOA... The reactants are [OH-].[K+] (potassium hydroxide), [OH-].[K+] (Potassium hydroxide), OC1=C2C=CNC2=CC=C1 (4-hydroxyindole), CI (Methyl iodide). The solvent is CN(C)C=O (DMF). Conditions: time 30 minute. The product is COC1=C2C=CNC2=CC=C1 (4-methoxyindole). Isolated yield 61.0%. As a reaction SMILES: [OH-].[K+].[OH:3][C:4]1[CH:12]=[CH:11][CH:10]=[C:9]2[C:5]=1[CH:6]=[CH:7][NH:8]2.[CH3:13]I>CN(C=O)C>[CH3:13][O:3][C:4]1[CH:12]=[CH:11][CH:10]=[C:9]2[C:5]=1[CH:6]=[CH:7][NH:8]2 |f:0.1|. Reported procedure: Potassium hydroxide (2.12 g) was added to 4-hydroxyindole (4.99 g) in DMF (100 ml) and the mixture was stirred at room temperature for 30 minutes. Methyl iodide (2.80 ml) was added to the mixture and the resultant was stirred at room temperature for 150 minutes. Since the reaction had not been completed, potassium hydroxide (0.64 g) was added and the mixture was stirred at room temperature for 5 hours. The solvent was removed under reduced pressure and water (20 ml) was added to the residue, fol... The reactants are COC=1C=C(C=C(C1)OC)CCC1=C(C=CC=C1)O (2-[2-(3,5-dimethoxyphenyl)ethyl]phenol), CC(C)([O-])C.[K+] (potassium t-butoxide), Cl.ClCCC1N(CCC1)C (2-(2-chloroethyl)-1-methylpyrrolidine hydrochloride). Solvent: CC(=O)N(C)C (dimethylacetamide). Yields the product COC=1C=C(C=C(C1)OC)CCC1=C(OCCC2N(CCC2)C)C=CC=C1 (2-(2-{2-[2-(3,5-Dimethoxyphenyl)ethyl]phenoxy}ethyl)-1-methylpyrrolidine). Yield: 80.4%. RXN SMILES: [CH3:1][O:2][C:3]1[CH:4]=[C:5]([CH2:11][CH2:12][C:13]2[CH:18]=[CH:17][CH:16]=[CH:15][C:14]=2[OH:19])[CH:6]=[C:7]([O:9][CH3:10])[CH:8]=1.CC(C)([O-])C.[K+].Cl.Cl[CH2:28][CH2:29][CH:30]1[CH2:34][CH2:33][CH2:32][N:31]1[CH3:35]>CC(N(C)C)=O>[CH3:10][O:9][C:7]1[CH:6]=[C:5]([CH2:11][CH2:12][C:13]2[CH:18]=[CH:17][CH:16]=[CH:15][C:14]=2[O:19][CH2:28][CH2:29][CH:30]2[CH2:34][CH2:33][CH2:32][N:31]2[CH3:35])[CH:4]=[C:3]([O:2][CH3:1])[CH:8]=1 |f:1.2,3.4|. Procedure details: Following a procedure similar to that described in Example 35(a), 1.00 g of 2-[2-(3,5-dimethoxyphenyl)ethyl]phenol (prepared as described in Preparation 27), 1.30 g of potassium t-butoxide and 1.06 g of 2-(2-chloroethyl)-1-methylpyrrolidine hydrochloride were reacted in 10 ml of dimethylacetamide. The mixture was then worked up as described in Example 35(a), and the crude product thus obtained was purified by column chromatography through silica gel, using a 10:1 by volume mixture of methylene c... Starting materials: C(=O)(OC)CCCCCCCCCCCCCCCNC1=CC=C(C(=O)NCC(=O)OCC)C=C1 (ethyl N-[4-(15-carbomethoxypentadecylamino)benzoyl]glycinate), [OH-].[Na+] (sodium hydroxide). Solvent: C(C)O (ethanol). Product: C(=O)(OC)CCCCCCCCCCCCCCCNC1=CC=C(C(=O)NCC(=O)O)C=C1 (N-[4-(15-carbomethoxypentadecylamino)benzoyl]glycine). RXN SMILES: [C:1]([CH2:5][CH2:6][CH2:7][CH2:8][CH2:9][CH2:10][CH2:11][CH2:12][CH2:13][CH2:14][CH2:15][CH2:16][CH2:17][CH2:18][CH2:19][NH:20][C:21]1[CH:35]=[CH:34][C:24]([C:25]([NH:27][CH2:28][C:29]([O:31]CC)=[O:30])=[O:26])=[CH:23][CH:22]=1)([O:3][CH3:4])=[O:2].[OH-].[Na+]>C(O)C>[C:1]([CH2:5][CH2:6][CH2:7][CH2:8][CH2:9][CH2:10][CH2:11][CH2:12][CH2:13][CH2:14][CH2:15][CH2:16][CH2:17][CH2:18][CH2:19][NH:20][C:21]1[CH:22]=[CH:23][C:24]([C:25]([NH:27][CH2:28][C:29]([OH:31])=[O:30])=[O:26])=[CH:34][CH:35]=1)([O:3][CH3:4])=[O:2] |f:1.2|. Procedure: A mixture of 26.4 g. of ethyl N-[4-(15-carbomethoxypentadecylamino)benzoyl]glycinate, 110 ml. of 1 N sodium hydroxide solution; and 100 ml. of ethanol is stirred at ambient temperature for 2 hours and then partially evaporated. The aqueous solution is washed with diethyl ether, acidified with 6 N hydrochloric acid, and filtered. The white solid is dried in vacuo and recrystallized from acetone to yield the product.